The task is: describe an organic reaction: reactants, conditions, products, and yield. This data is from the Open Reaction Database (ORD), a public repository of structured organic reaction records. Reactants: FC(CNC(=O)C1N(C2=CC=C(C=C2C1)OCC1=CC=CC=C1)C([C@H](CC)NC(=O)OC(C)(C)C)=O)(F)F (1-[N-t-butoxycarbonyl-2(S)-aminobutyryl]-5-benzyloxyindoline-2(R/S)-carboxylic acid (2,2,2-trifluoroethyl)amide). Reagents/catalysts: [Pd] (palladium on activated carbon). The solvent is C(C)(=O)OCC (ethyl acetate). Product: FC(CNC(=O)C1N(C2=CC=C(C=C2C1)O)C([C@H](CC)NC(=O)OC(C)(C)C)=O)(F)F (1-[N-t-Butoxycarbonyl-2(S)-aminobutyryl]-5-hydroxyindoline-2(R/S)-carboxylic acid (2,2,2-trifluoroethyl)amide). Reaction SMILES: [F:1][C:2]([F:38])([F:37])[CH2:3][NH:4][C:5]([CH:7]1[CH2:15][C:14]2[C:9](=[CH:10][CH:11]=[C:12]([O:16]CC3C=CC=CC=3)[CH:13]=2)[N:8]1[C:24](=[O:36])[C@@H:25]([NH:28][C:29]([O:31][C:32]([CH3:35])([CH3:34])[CH3:33])=[O:30])[CH2:26][CH3:27])=[O:6]>C(OCC)(=O)C.[Pd]>[F:38][C:2]([F:1])([F:37])[CH2:3][NH:4][C:5]([CH:7]1[CH2:15][C:14]2[C:9](=[CH:10][CH:11]=[C:12]([OH:16])[CH:13]=2)[N:8]1[C:24](=[O:36])[C@@H:25]([NH:28][C:29]([O:31][C:32]([CH3:33])([CH3:35])[CH3:34])=[O:30])[CH2:26][CH3:27])=[O:6]. Procedure: 1-[N-t-butoxycarbonyl-2(S)-aminobutyryl]-5-benzyloxyindoline-2(R/S)-carboxylic acid (2,2,2-trifluoroethyl)amide (1.27 g, 5.39 mmol) in ethyl acetate (28 ml) was hydrogenated under an atmosphere of hydrogen in the prescence of palladium on activated carbon at room temperature for 24 hours. The catalyst was filtered through celite with ethyl acetate washing. The filtrate was concentrated and directly chromatographed on silica gel using 2:3 petroleum spirit:ethyl acetate as eluent.